From a dataset of the Open Reaction Database (ORD), a public repository of structured organic reaction records. describe an organic reaction: reactants, conditions, products, and yield The reactants are CC([O-])=S, CS(=O)(=O)OC1CN(c2nc(C(=O)NC3CCN(C(=O)OCc4ccc([N+](=O)[O-])cc4)C3)cs2)C1, CN(C)C=O, [K+]. Product: CC(=O)SC1CN(c2nc(C(=O)NC3CCN(C(=O)OCc4ccc([N+](=O)[O-])cc4)C3)cs2)C1. Reaction SMILES: [C:36]([CH3:37])(=[S:38])[O-:39].[CH3:1][S:2]([O:3][CH:6]1[CH2:7][N:8]([c:10]2[s:11][cH:12][c:13]([C:15]([NH:16][CH:17]3[CH2:18][N:19]([C:22](=[O:23])[O:24][CH2:25][c:26]4[cH:27][cH:28][c:29]([N+:32](=[O:33])[O-:34])[cH:30][cH:31]4)[CH2:20][CH2:21]3)=[O:35])[n:14]2)[CH2:9]1)(=[O:4])=[O:5].[CH3:41][N:42]([CH3:43])[CH:44]=[O:45].[K+:40]>>[CH:6]1([S:38][C:36]([CH3:37])=[O:39])[CH2:7][N:8]([c:10]2[s:11][cH:12][c:13]([C:15]([NH:16][CH:17]3[CH2:18][N:19]([C:22](=[O:23])[O:24][CH2:25][c:26]4[cH:27][cH:28][c:29]([N+:32](=[O:33])[O-:34])[cH:30][cH:31]4)[CH2:20][CH2:21]3)=[O:35])[n:14]2)[CH2:9]1. The reactants are CC1=NC=NC=C1C(=O)OCC (ethyl 4-methylpyrimidine-5-carboxylate), [OH-].[Na+] (sodium hydroxide), Cl (HCl). Yields the product CC1=NC=NC=C1C(=O)O (4-methylpyrimidine-5-carboxylic acid). Yield: 69.4%. RXN SMILES: [CH3:1][C:2]1[C:7]([C:8]([O:10]CC)=[O:9])=[CH:6][N:5]=[CH:4][N:3]=1.[OH-].[Na+].Cl>>[CH3:1][C:2]1[C:7]([C:8]([OH:10])=[O:9])=[CH:6][N:5]=[CH:4][N:3]=1 |f:1.2|. Reported procedure: Intermediate 52 (2.6 g, 15.64 mmol) dissolved in sodium hydroxide solution (1.88 g, 47 mmol in 4 ml water) and refluxed. The reaction mixture was cooled to rt and acidified with con HCl to obtain the solid. Solid that obtained was filtered and dried to obtain the title compound (1.5 g) as an yellow solid. 1H-NMR (δ ppm, DMSO-d6, 400 MHz): 13.5 (bs, 1H), 9.14 (s, 1H), 9.05 (s, 1H), 2.71 (s, 3H). Starting materials: O=C(Nc1cccc(Cl)c1)NC1CC(C2CCCCC2)c2ccccc2NC1=O, CC(C)(C)NC(=O)CI. Yields the product CC(C)(C)NC(=O)CN1C(=O)C(NC(=O)Nc2cccc(Cl)c2)CC(C2CCCCC2)c2ccccc21. As a reaction SMILES: [Cl:1][c:2]1[cH:3][c:4]([NH:8][C:9]([NH:10][CH:11]2[CH2:12][CH:13]([CH:23]3[CH2:24][CH2:25][CH2:26][CH2:27][CH2:28]3)[c:14]3[c:15]([cH:19][cH:20][cH:21][cH:22]3)[NH:16][C:17]2=[O:18])=[O:29])[cH:5][cH:6][cH:7]1.[I:30][CH2:31][C:32](=[O:33])[NH:34][C:35]([CH3:36])([CH3:37])[CH3:38]>>[Cl:1][c:2]1[cH:3][c:4]([NH:8][C:9]([NH:10][CH:11]2[CH2:12][CH:13]([CH:23]3[CH2:24][CH2:25][CH2:26][CH2:27][CH2:28]3)[c:14]3[c:15]([cH:19][cH:20][cH:21][cH:22]3)[N:16]([CH2:31][C:32](=[O:33])[NH:34][C:35]([CH3:36])([CH3:37])[CH3:38])[C:17]2=[O:18])=[O:29])[cH:5][cH:6][cH:7]1. Reactants: ClC1=C(C=CC=C1)N1C(=O)N(C(=O)C(=C1N)N)C (1-(2-chlorophenyl)-5,6-diamino-3-methyluracil), N(=O)[O-].[Na+] (sodium nitrite), NC1=CC(N(C(N1C1=C(C=CC=C1)Cl)=O)C)=O (6-amino-1-(2-chlorophenyl)-3-methyluracil), ClC1=C(C=CC=C1)N=C=O (2-chlorophenyl isocyanate), CN (methylamine), [H][H] (hydrogen), NC(=O)N (urea), C(#N)CC(=O)O (cyanoacetic acid). Yields the product CNC(=O)NC1=C(C=CC=C1)Cl (N-Methyl-N'-(2-chlorophenyl)urea). Reaction SMILES: ClC1C=CC=CC=1N=C=O.CN.NC(N)=O.C(CC(O)=O)#N.N([O-])=O.[Na+].NC1[N:33]([C:34]2[CH:39]=[CH:38][CH:37]=[CH:36][C:35]=2[Cl:40])[C:32](=[O:41])[N:31](C)[C:30](=O)C=1.[H][H].ClC1C=CC=CC=1N1C(N)=C(N)C(=O)N(C)C1=O>>[CH3:30][NH:31][C:32]([NH:33][C:34]1[CH:39]=[CH:38][CH:37]=[CH:36][C:35]=1[Cl:40])=[O:41] |f:4.5|. Procedure details: N-Methyl-N'-(2-chlorophenyl)urea was prepared preliminarily from 2-chlorophenyl isocyanate and methylamine by the same procedure as in Reference Example 1. The urea compound as the starting material was reacted with cyanoacetic acid to form a uracil ring. Using sodium nitrite a nitroso group was introduced into the 5-position of the uracil ring in the obtained 6-amino-1-(2-chlorophenyl)-3-methyluracil and then reduced with hydrogen gas to prepare 1-(2-chlorophenyl)-5,6-diamino-3-methyluracil. The reactants are CC(C)(C)OC(=O)CBr, CC(Nc1ccc(Cl)c(Cl)c1)C(=O)O. Yields the product CC(Nc1ccc(Cl)c(Cl)c1)C(=O)OCC(=O)OC(C)(C)C. As a reaction SMILES: [Br:15][CH2:16][C:17](=[O:18])[O:19][C:20]([CH3:21])([CH3:22])[CH3:23].[Cl:1][c:2]1[cH:3][c:4]([NH:9][CH:10]([CH3:11])[C:12](=[O:13])[OH:14])[cH:5][cH:6][c:7]1[Cl:8]>>[Cl:1][c:2]1[cH:3][c:4]([NH:9][CH:10]([CH3:11])[C:12]([O:13][CH2:16][C:17](=[O:18])[O:19][C:20]([CH3:21])([CH3:22])[CH3:23])=[O:14])[cH:5][cH:6][c:7]1[Cl:8]. Solvent: C(Cl)(Cl)Cl (chloroform). The product is ClC=1C(=NC=C(C1Cl)F)C (3,4-Dichloro-5-fluoro-2-picoline). Reaction SMILES: [Cl:1][C:2]1[C:7]([F:8])=[CH:6][N:5]=[C:4]([CH3:9])[CH:3]=1.C(O[Cl:15])(C)(C)C.O>C(Cl)(Cl)Cl>[Cl:15][C:3]1[C:4]([CH3:9])=[N:5][CH:6]=[C:7]([F:8])[C:2]=1[Cl:1]. Run at temperature 0 celsius, time 2 hour. Procedure details: To 0.87 g (6 mmol) of 4-chloro-5-fluoro-2-picoline, the product of Example 66, in 20 mL of chloroform cooled to -45° C., is added 0.75 mL of t-butylhypochlorite. The reaction mixture is stirred at -45° C. for 2 hours and at 0° C. for 2 hours. The reaction mixture is then poured into water and the resultant aqueous mixture is extracted with methylene chloride. The organic solution is dried over anhydrous magnesium sulfate, filtered, concentrated under reduced pressure and distilled to afford the ... Starting materials: O (water), ClC1=CC(=NC=C1F)C (4-chloro-5-fluoro-2-picoline), ClC1=CC(=NC=C1F)C (4-Chloro-5-fluoro-2-picoline), C(C)(C)(C)OCl (t-butylhypochlorite). Starting materials: [N].N1N=CC2=CC=CC=C12 (indazole nitrogen), C1(=CC=C(C=C1)S(=O)(=O)[O-])C.[NH+]1=CC=CC=C1 (pyridinium p-toluenesulfonate), ClC1=C2C=NNC2=CC=C1 (4-chloro-1H-indazole), O1CCCC=C1 (3,4-dihydro-2H-pyran). The solvent is ClCCl (dichloromethane). Yields the product ClC=1C2=CN(N=C2C=CC1)C1OCCCC1 (4-chloro-2-(tetrahydro-2H-pyran-2-yl)-2H-indazole). Reaction SMILES: [N].N1C2C(=CC=CC=2)C=N1.[Cl:11][C:12]1[CH:20]=[CH:19][CH:18]=[C:17]2[C:13]=1[CH:14]=[N:15][NH:16]2.[O:21]1[CH:26]=[CH:25][CH2:24][CH2:23][CH2:22]1.C1(C)C=CC(S([O-])(=O)=O)=CC=1.[NH+]1C=CC=CC=1>ClCCl>[Cl:11][C:12]1[C:13]2[C:17]([CH:18]=[CH:19][CH:20]=1)=[N:16][N:15]([CH:22]1[CH2:23][CH2:24][CH2:25][CH2:26][O:21]1)[CH:14]=2 |f:0.1,4.5|. Reported procedure: Scheme 3 shows the synthesis of 2-(tetrahydro-2H-pyran-2-yl)-4-(4,4,5,5-tetramethyl-1,3,2-dioxaborolan-2-yl)-2H-indazole 10 starting by cyclization of 3-chloro-2-methylaniline 11 with potassium acetate, acetic anhydride, and isoamyl nitrite to yield 4-chloro-1H-indazole 12. The indazole nitrogen of 4-chloro-1H-indazole 12 was protected as tetrahydropyranyl (THP) with 3,4-dihydro-2H-pyran, and pyridinium p-toluenesulfonate in dichloromethane to yield 4-chloro-2-(tetrahydro-2H-pyran-2-yl)-2H-indaz... Starting materials: Cc1[nH]cnc1C(F)(F)C(F)(F)F, CN(C)C=O, FC(F)(F)c1cnc(Cl)c(Cl)c1, [H-], [Na+], O. Product: Cc1c(C(F)(F)C(F)(F)F)ncn1-c1ncc(C(F)(F)F)cc1Cl. RXN SMILES: [CH3:1][c:2]1[c:3]([C:7]([C:8]([F:9])([F:10])[F:11])([F:12])[F:13])[n:4][cH:5][nH:6]1.[CH:29]([N:30]([CH3:31])[CH3:32])=[O:33].[Cl:16][c:17]1[n:18][cH:19][c:20]([C:24]([F:25])([F:26])[F:27])[cH:21][c:22]1[Cl:23].[H-:14].[Na+:15].[OH2:28]>>[CH3:1][c:2]1[c:3]([C:7]([C:8]([F:9])([F:10])[F:11])([F:12])[F:13])[n:4][cH:5][n:6]1-[c:17]1[n:18][cH:19][c:20]([C:24]([F:25])([F:26])[F:27])[cH:21][c:22]1[Cl:23]. Reactants: NC1=NC=2C=C(C=NC2C2=C1N=C(N2CC(C)(O)C)COCC)Br (1-[4-amino-7-bromo-2-(ethoxymethyl)-1H-imidazo[4,5-c][1,5]naphthyridin-1-yl]-2-methylpropan-2-ol), [Si](C)(C)(C(C)(C)C)OCC=1C=C(C=NC1)B(O)O (5-(tert-butyldimethylsilanyloxymethyl)pyridine-3-boronic acid), C([O-])([O-])=O.[K+].[K+] (potassium carbonate), COCCOC (DME). The reagents and catalysts are Cl[Pd]([P](C1=CC=CC=C1)(C2=CC=CC=C2)C3=CC=CC=C3)([P](C4=CC=CC=C4)(C5=CC=CC=C5)C6=CC=CC=C6)Cl (dichlorobis(triphenylphosphine)palladium(II)), Cl[Pd]([P](C1=CC=CC=C1)(C2=CC=CC=C2)C3=CC=CC=C3)([P](C4=CC=CC=C4)(C5=CC=CC=C5)C6=CC=CC=C6)Cl (dichlorobis(triphenylphosphine)palladium(II)). Solvent: O (water). Run at temperature 110 celsius. The product is NC1=NC=2C=C(C=NC2C2=C1N=C(N2CC(C)(O)C)COCC)C=2C=NC=C(C2)CO[Si](C)(C)C(C)(C)C (1-{4-amino-7-[5-(tert-butyldimethylsilanyloxymethyl)pyridin-3-yl]-2-(ethoxymethyl)-1H-imidazo[4,5-c][1,5]naphthyridin-1-yl]-2-methylpropan-2-ol). The yield is 67.2%. Reaction SMILES: [NH2:1][C:2]1[C:11]2[N:12]=[C:13]([CH2:20][O:21][CH2:22][CH3:23])[N:14]([CH2:15][C:16]([CH3:19])([OH:18])[CH3:17])[C:10]=2[C:9]2[N:8]=[CH:7][C:6](Br)=[CH:5][C:4]=2[N:3]=1.[Si:25]([O:32][CH2:33][C:34]1[CH:35]=[C:36](B(O)O)[CH:37]=[N:38][CH:39]=1)([C:28]([CH3:31])([CH3:30])[CH3:29])([CH3:27])[CH3:26].C(=O)([O-])[O-].[K+].[K+].COCCOC>Cl[Pd](Cl)([P](C1C=CC=CC=1)(C1C=CC=CC=1)C1C=CC=CC=1)[P](C1C=CC=CC=1)(C1C=CC=CC=1)C1C=CC=CC=1.O>[NH2:1][C:2]1[C:11]2[N:12]=[C:13]([CH2:20][O:21][CH2:22][CH3:23])[N:14]([CH2:15][C:16]([CH3:19])([OH:18])[CH3:17])[C:10]=2[C:9]2[N:8]=[CH:7][C:6]([C:36]3[CH:37]=[N:38][CH:39]=[C:34]([CH2:33][O:32][Si:25]([C:28]([CH3:31])([CH3:30])[CH3:29])([CH3:26])[CH3:27])[CH:35]=3)=[CH:5][C:4]=2[N:3]=1 |f:2.3.4,^1:57,76|. Procedure: A suspension of 1-[4-amino-7-bromo-2-(ethoxymethyl)-1H-imidazo[4,5-c][1,5]naphthyridin-1-yl]-2-methylpropan-2-ol (1.5 g, 3.80 mmol), 5-(tert-butyldimethylsilanyloxymethyl)pyridine-3-boronic acid (1.22 g, 4.57 mmol), potassium carbonate (1.74 g, 12.6 mmol), dichlorobis(triphenylphosphine)palladium(II)(0.027 g, 0.038 mmol), DME (13 mL), and water (7 mL) was stirred under a nitrogen atmosphere and then heated at 110° C. in a pressure vessel for 6 hours and allowed to cool to room temperature. An an...